This data is from the Open Reaction Database (ORD), a public repository of structured organic reaction records. The task is: describe an organic reaction: reactants, conditions, products, and yield The product is BrC=1C=C2C(=CC(=NC2=CC1)C1=CC(=CC=C1)F)N(C)C (N-[6-bromo-2-(3-fluorophenyl)-4-quinolinyl]-N,N-dimethylamine). Procedure details: 6-Bromo-4-chloro-2-(3-fluorophenyl)-quinoline (20 g, 59.4 mmoles) was placed in a 500 mL three-neck round-bottom flask equipped with magnetic stirrer, nitrogen inlet, gas outlet, condenser and heating bath and dissolved in 150 mL of N-methylpyrrolidinone. 250 mL of a 40% aq. solution of dimethylamine was added with stirring. The mixture was warmed to 60° C. for 48 hrs. At the end of this time the mixture was cooled, added to 3 L of water in a 4 L Erlenmeyer flask and the mixture stirred until so... Run at temperature 60 celsius. The reactants are BrC=1C=C2C(=CC(=NC2=CC1)C1=CC(=CC=C1)F)Cl (6-Bromo-4-chloro-2-(3-fluorophenyl)-quinoline), O (water), aq. solution, CNC (dimethylamine). Reaction SMILES: [Br:1][C:2]1[CH:3]=[C:4]2[C:9](=[CH:10][CH:11]=1)[N:8]=[C:7]([C:12]1[CH:17]=[CH:16][CH:15]=[C:14]([F:18])[CH:13]=1)[CH:6]=[C:5]2Cl.[CH3:20][NH:21][CH3:22].O>CN1CCCC1=O>[Br:1][C:2]1[CH:3]=[C:4]2[C:9](=[CH:10][CH:11]=1)[N:8]=[C:7]([C:12]1[CH:17]=[CH:16][CH:15]=[C:14]([F:18])[CH:13]=1)[CH:6]=[C:5]2[N:21]([CH3:22])[CH3:20]. Run in CN1C(CCC1)=O (N-methylpyrrolidinone). Reactants: CCOC(=O)C(CC1CCCC1)c1ccc(S(=O)(=O)C2CCCC2)cc1, CO, ClC(Cl)Cl, Cl, [Li+], C1CCOC1, [OH-], O, O. Yields the product O=C(O)C(CC1CCCC1)c1ccc(S(=O)(=O)C2CCCC2)cc1. As a reaction SMILES: [CH2:1]([CH3:2])[O:3][C:4]([CH:5]([CH2:6][CH:7]1[CH2:8][CH2:9][CH2:10][CH2:11]1)[c:12]1[cH:13][cH:14][c:15]([S:18](=[O:19])(=[O:20])[CH:21]2[CH2:22][CH2:23][CH2:24][CH2:25]2)[cH:16][cH:17]1)=[O:26].[CH3:30][OH:31].[CH:38]([Cl:39])([Cl:40])[Cl:41].[ClH:29].[Li+:27].[O:33]1[CH2:34][CH2:35][CH2:36][CH2:37]1.[OH-:28].[OH2:32].[OH2:42]>>[O:3]=[C:4]([CH:5]([CH2:6][CH:7]1[CH2:8][CH2:9][CH2:10][CH2:11]1)[c:12]1[cH:13][cH:14][c:15]([S:18](=[O:19])(=[O:20])[CH:21]2[CH2:22][CH2:23][CH2:24][CH2:25]2)[cH:16][cH:17]1)[OH:26].